Dataset: the Open Reaction Database (ORD), a public repository of structured organic reaction records. Task: describe an organic reaction: reactants, conditions, products, and yield Reactants: CC1CC(CC(C1)C)=O (3,5-dimethylcyclohexanone), C=O (paraformaldehyde), solution, CN (methylamine), C(C)(=O)O (acetic acid). The solvent is CO (methanol), CO (methanol), CO (methanol). Yields the product CN1CC2[C@@H](C[C@H](C(C1)C2=O)C)C ((6R*,8R*)-3,6,8-trimethyl-3-azabicyclo[3.3.1]nonan-9-one). As a reaction SMILES: [CH2:1]=[O:2].[CH3:3][NH2:4].[CH3:5][CH:6]1[CH2:11][CH:10]([CH3:12])[CH2:9][C:8](=O)[CH2:7]1.[C:14](O)(=O)C>CO>[CH3:3][N:4]1[CH2:8][CH:9]2[C:1](=[O:2])[CH:7]([C@H:6]([CH3:5])[CH2:11][C@H:10]2[CH3:12])[CH2:14]1. Procedure details: To a solution of 180 g of paraformaldehyde in methanol (500 ml) were slowly added under ice-cooling 230 ml of a 40% solution of methylamine in methanol and 17 ml of acetic acid. After adding dropwise a solution of 250 ml of 3,5-dimethylcyclohexanone in methanol (1 l) thereinto, the resulting mixture was heated under reflux for 5 hours. Then the reaction mixture was cooled to room temperature and the solvent was distilled off under reduced pressure. The residue was acidified by adding dilute hydr...